This data is from the Open Reaction Database (ORD), a public repository of structured organic reaction records. The task is: describe an organic reaction: reactants, conditions, products, and yield The reactants are CN(CCC1=NC=2C3=C(N(C(C2C=C1)=O)COC)C=CC=C3)C ([2-(Dimethylamino)ethyl]-6-(methoxymethyl)benzo[h][1,6]naphthyridine-5(6H)-one). Reagents/catalysts: [Pd] (palladium). Solvent: C(C)O (ethanol), ClCCl (dichloromethane). Run at time 1 day. The product is CN(CCC1=CC2=C(N(C(C=3CCCNC23)=O)COC)C=C1)C (9-[2-(Dimethylamino)ethyl]-6-(methoxymethyl)-1,2,3,4-tetrahydrobenzo[h][1,6]naphthyridine-5(6H)-one). Yield: 181.2%. Reaction SMILES: CN(C)CC[C:5]1[CH:14]=[CH:13][C:12]2[C:11](=[O:15])[N:10]([CH2:16][O:17][CH3:18])[C:9]3[CH:19]=[CH:20][CH:21]=[CH:22][C:8]=3[C:7]=2[N:6]=1>C(O)C.ClCCl.[Pd]>[CH3:11][N:10]([CH3:16])[CH2:9][CH2:8][C:21]1[CH:20]=[CH:19][C:9]2[N:10]([CH2:16][O:17][CH3:18])[C:11](=[O:15])[C:12]3[CH2:13][CH2:14][CH2:5][NH:6][C:7]=3[C:8]=2[CH:22]=1. Reported procedure: The compound (22 mg, 0.07 mmol) prepared in step 6 was dissolved in ethanol (4 ml)/dichloromethane (2 ml), added with 10%-palladium (Pd) (5 mg) at room temperature. The resulting mixture was stirred for one day under hydrogen gas and filtered using celite to remove 10%-palladium (Pd). The filtrate was then concentrated under reduced pressure to obtain the title compound (20 mg, yield: 90%, white solid). Reactants: CI, CC(C)=O, COCCOCCOc1nsnc1-c1cccnc1. Yields the product COCCOCCOc1nsnc1-c1ccc[n+](C)c1, [I-]. Reaction SMILES: [CH3:1][I:2].[CH3:22][C:23](=[O:24])[CH3:25].[CH3:3][O:4][CH2:5][CH2:6][O:7][CH2:8][CH2:9][O:10][c:11]1[c:12](-[c:16]2[cH:17][n:18][cH:19][cH:20][cH:21]2)[n:13][s:14][n:15]1>>[CH3:1][n+:18]1[cH:17][c:16](-[c:12]2[c:11]([O:10][CH2:9][CH2:8][O:7][CH2:6][CH2:5][O:4][CH3:3])[n:15][s:14][n:13]2)[cH:21][cH:20][cH:19]1.[I-:2]. Starting materials: [Al+3], COC(=O)c1ccnc(OCc2nc(-c3ccccc3)oc2C)c1, [H-], [H-], [H-], [H-], [Li+], [Na+], [Na+], C1CCOC1, O, O, O, O, O, O, O, O, O, O, O=S(=O)([O-])[O-]. Product: Cc1oc(-c2ccccc2)nc1COc1cc(CO)ccn1. Reaction SMILES: [Al+3:2].[CH3:7][c:8]1[c:9]([CH2:19][O:20][c:21]2[n:22][cH:23][cH:24][c:25]([C:27](=[O:28])[O:29][CH3:30])[cH:26]2)[n:10][c:11](-[c:13]2[cH:14][cH:15][cH:16][cH:17][cH:18]2)[o:12]1.[H-:1].[H-:4].[H-:5].[H-:6].[Li+:3].[Na+:46].[Na+:47].[O:48]1[CH2:49][CH2:50][CH2:51][CH2:52]1.[OH2:31].[OH2:32].[OH2:33].[OH2:34].[OH2:35].[OH2:36].[OH2:37].[OH2:38].[OH2:39].[OH2:40].[S:41]([O-:42])([O-:43])(=[O:44])=[O:45]>>[CH3:7][c:8]1[c:9]([CH2:19][O:20][c:21]2[n:22][cH:23][cH:24][c:25]([CH2:27][OH:28])[cH:26]2)[n:10][c:11](-[c:13]2[cH:14][cH:15][cH:16][cH:17][cH:18]2)[o:12]1. The reactants are C1(CC1)O[C@@H]1[C@]2(C)[C@@H](CC1)[C@@H]1CCC3=CC(CC[C@]3(C)[C@H]1CC2)=O (17β-cyclopropyloxy-androst-4-en-3-one), CC(C)([O-])C.[K+] (potassium tert-butoxide), [N+](=O)(OC(C)C)[O-] (isopropyl nitrate). The solvent is CO (methanol). Product: C1(CC1)O[C@@H]1[C@]2(C)[C@@H](CC1)[C@@H]1CCC3=C(C(CC[C@]3(C)[C@H]1CC2)=O)[N+](=O)[O-] (17β-cyclopropyloxy-4-nitroandrost-4-en-3-one). RXN SMILES: [CH:1]1([O:4][C@H:5]2[CH2:10][CH2:9][C@H:8]3[C@H:11]4[C@H:21]([CH2:22][CH2:23][C@:6]23[CH3:7])[C@:19]2([CH3:20])[C:14](=[CH:15][C:16](=[O:24])[CH2:17][CH2:18]2)[CH2:13][CH2:12]4)[CH2:3][CH2:2]1.CC(C)([O-])C.[K+].[N+:31]([O-])([O:33]C(C)C)=[O:32]>CO>[CH:1]1([O:4][C@H:5]2[CH2:10][CH2:9][C@H:8]3[C@H:11]4[C@H:21]([CH2:22][CH2:23][C@:6]23[CH3:7])[C@:19]2([CH3:20])[C:14](=[C:15]([N+:31]([O-:33])=[O:32])[C:16](=[O:24])[CH2:17][CH2:18]2)[CH2:13][CH2:12]4)[CH2:2][CH2:3]1 |f:1.2|. Reported procedure: 17β-cyclopropyloxy-androst-4-en-3-one (9.70 g, 29.5 mM), potassium tert-butoxide (7.0 g, 62.4 mM), and isopropyl nitrate (2.99 ml) are reacted by the method of Example 1 to yield 17β-cyclopropyloxy-4-nitroandrost-4-en-3-one, m.p. 137°-38° C. (methanol). Reactants: C(C)C=1C(NC(NC1C(C1=CC(=CC(=C1)C)C)=O)=O)=O (5-Ethyl-6-(3,5-dimethylbenzoyl)-2,4-pyrimidinedione), [Si](C)(C)(C(C)(C)C)OCC1C=C(CC1CO[Si](C)(C)C(C)(C)C)CBr ([3,4-di(t-butyldimethylsilyloxymethyl)cyclopent-1-en-1-yl]methyl bromide). Yields the product OCC1C=C(CC1CO)CN1C(NC(C(=C1C(C1=CC(=CC(=C1)C)C)=O)CC)=O)=O (1-{[3,4-Di(hydroxymethyl)cyclopent-1-en-1-yl]methyl}-5-ethyl-6-(3,5-dimethylbenzoyl)-2,4-pyrimidinedione). The yield is 25.0%. RXN SMILES: [CH2:1]([C:3]1[C:4](=[O:20])[NH:5][C:6](=[O:19])[NH:7][C:8]=1[C:9](=[O:18])[C:10]1[CH:15]=[C:14]([CH3:16])[CH:13]=[C:12]([CH3:17])[CH:11]=1)[CH3:2].[Si]([O:28][CH2:29][CH:30]1[CH:34]([CH2:35][O:36][Si](C(C)(C)C)(C)C)[CH2:33][C:32]([CH2:44]Br)=[CH:31]1)(C(C)(C)C)(C)C>>[OH:28][CH2:29][CH:30]1[CH:34]([CH2:35][OH:36])[CH2:33][C:32]([CH2:44][N:7]2[C:8]([C:9](=[O:18])[C:10]3[CH:11]=[C:12]([CH3:17])[CH:13]=[C:14]([CH3:16])[CH:15]=3)=[C:3]([CH2:1][CH3:2])[C:4](=[O:20])[NH:5][C:6]2=[O:19])=[CH:31]1. Procedure details: 5-Ethyl-6-(3,5-dimethylbenzoyl)-2,4-pyrimidinedione and [3,4-di(t-butyldimethylsilyloxymethyl)cyclopent-1-en-1-yl]methyl bromide were reacted by the same method with example 28 to obtain the titled compound (68 mg). The reactants are BrC1=C(C=C(C=C1C)O)C (4-bromo-3,5-dimethylphenol), N1(CCCC1)CCO (2-pyrrolidine-1-yl-ethanol), C1=CC=C(C=C1)P(C2=CC=CC=C2)C3=CC=CC=C3 (PPh3), CCOC(=O)/N=N/C(=O)OCC (DEAD). Reaction conditions: time 16 hour. Product: BrC1=C(C=C(OCCN2CCCC2)C=C1C)C (1-[2-(4-bromo-3,5-dimethyl-phenoxy)-ethyl]-pyrrolidine). Reaction SMILES: [Br:1][C:2]1[C:7]([CH3:8])=[CH:6][C:5]([OH:9])=[CH:4][C:3]=1[CH3:10].[N:11]1([CH2:16][CH2:17]O)[CH2:15][CH2:14][CH2:13][CH2:12]1.C1C=CC(P(C2C=CC=CC=2)C2C=CC=CC=2)=CC=1.CCOC(/N=N/C(OCC)=O)=O>>[Br:1][C:2]1[C:7]([CH3:8])=[CH:6][C:5]([O:9][CH2:17][CH2:16][N:11]2[CH2:15][CH2:14][CH2:13][CH2:12]2)=[CH:4][C:3]=1[CH3:10]. Procedure: To a solution of 4-bromo-3,5-dimethylphenol (555 mg) were added 2-pyrrolidine-1-yl-ethanol (0.3 mL), PPh3 (721 mg), and DEAD (0.43 mL). The mixture was stirred room temperature for 16 h. The reaction mixture was concentrated. The residue was treated with Et2O, filtered and the filtrated was concentrated under reduced pressure. The crude product was purified by column chromatography (SiO2, EtOAc:Hexane=10:80 to 80:20) to give 1-[2-(4-bromo-3,5-dimethyl-phenoxy)-ethyl]-pyrrolidine as a white solid... Reactants: [Al+3], CC(=O)N1CCC(CCC(=O)O)CC1, [Cl-], [Cl-], [Cl-], [Cl-], ClCCCl, c1ccc2c(c1)CCO2. The product is CC(=O)N1CCC(CCC(=O)c2ccc3c(c2)CCO3)CC1. As a reaction SMILES: [Al+3:26].[C:2]([CH3:3])(=[O:4])[N:5]1[CH2:6][CH2:7][CH:8]([CH2:11][CH2:12][C:13](=[O:14])[OH:15])[CH2:9][CH2:10]1.[Cl-:1].[Cl-:25].[Cl-:27].[Cl-:28].[Cl:29][CH2:30][CH2:31][Cl:32].[O:16]1[CH2:17][CH2:18][c:19]2[c:20]1[cH:21][cH:22][cH:23][cH:24]2>>[C:2]([CH3:3])(=[O:4])[N:5]1[CH2:6][CH2:7][CH:8]([CH2:11][CH2:12][C:13](=[O:15])[c:23]2[cH:22][cH:21][c:20]3[c:19]([cH:24]2)[CH2:18][CH2:17][O:16]3)[CH2:9][CH2:10]1.